From a dataset of the Open Reaction Database (ORD), a public repository of structured organic reaction records. describe an organic reaction: reactants, conditions, products, and yield The reactants are C1CCOC1, CCBr, O=Cc1cccc(F)c1, [Mg]. Yields the product CCC(O)c1cccc(F)c1. As a reaction SMILES: [CH2:14]1[O:15][CH2:16][CH2:17][CH2:18]1.[CH2:1]([CH3:2])[Br:3].[F:5][c:6]1[cH:7][c:8]([CH:9]=[O:10])[cH:11][cH:12][cH:13]1.[Mg:4]>>[CH2:1]([CH3:2])[CH:9]([c:8]1[cH:7][c:6]([F:5])[cH:13][cH:12][cH:11]1)[OH:10].